This data is from the Open Reaction Database (ORD), a public repository of structured organic reaction records. The task is: describe an organic reaction: reactants, conditions, products, and yield Starting materials: [OH-].[NH4+] (ammonium hydroxide), C1(C=2C(C(N1C(CC(=O)O)C1=CC(=C(C=C1)OCC1=CC=CC=C1)OC)=O)=CC=CC2)=O (3-phthalimido-3-(4-benzyloxy-3-methoxyphenyl)propionic acid), C(=O)(N1C=NC=C1)N1C=NC=C1 (carbonyldiimidazole), CN(C)C1=NC=CC=C1 (dimethylaminopyridine). The solvent is O1CCCC1 (tetrahydrofuran). Run at time 15 minute. Product: C(C1=CC=CC=C1)OC1=C(C=C(C=C1)CCC(=O)N)OC (3-(4-benzyloxy-3-methoxyphenyl)propionamide). Reaction SMILES: C1(=O)N([CH:6]([C:11]2[CH:16]=[CH:15][C:14]([O:17][CH2:18][C:19]3[CH:24]=[CH:23][CH:22]=[CH:21][CH:20]=3)=[C:13]([O:25][CH3:26])[CH:12]=2)[CH2:7][C:8](O)=[O:9])C(=O)C2=CC=CC=C12.C(N1C=CN=C1)([N:35]1C=CN=C1)=O.CN(C1C=CC=CN=1)C.[OH-].[NH4+]>O1CCCC1>[CH2:18]([O:17][C:14]1[CH:15]=[CH:16][C:11]([CH2:6][CH2:7][C:8]([NH2:35])=[O:9])=[CH:12][C:13]=1[O:25][CH3:26])[C:19]1[CH:24]=[CH:23][CH:22]=[CH:21][CH:20]=1 |f:3.4|. Reported procedure: A mixture of 3-phthalimido-3-(4-benzyloxy-3-methoxyphenyl)propionic acid (1.00 g, 2.32 mmol), carbonyldiimidazole (0.406 g, 2.50 mmol) and a catalytic amount of dimethylaminopyridine in 20 mL of dry tetrahydrofuran under nitrogen was stirred for 1 hour. To the reaction solution was then added 0.25 mL of concentrated ammonium hydroxide. After 15 minutes, the reaction mixture was concentrated in vacuo to an oil which was diluted with 20 mL of water and stirred overnight. The resulting slurry was f... Starting materials: S(=O)(=O)(OCCCCCCCC(C(F)(F)F)(F)F)C1=CC=C(C)C=C1 (8,8,9,9,9-pentafluorononyl tosylate), CNCCCCCC[C@@H]1[C@@H]2C=3C=CC(=CC3CC[C@]2([C@@H]2CC[C@@H]([C@@]2(C)C1)O)C=C)O (11β-[6-(Methylamino)hexyl]-8-vinylestra-1,3,5(10)-triene-3,17β-diol). The product is CN(CCCCCC[C@@H]1[C@@H]2C=3C=CC(=CC3CC[C@]2([C@@H]2CC[C@@H]([C@@]2(C)C1)O)C=C)O)CCCCCCCC(C(F)(F)F)(F)F (11β-{6-[Methyl(8,8,9,9,9-pentafluorononyl)amino]hexyl}-8-vinylestra-1,3,5(10)-triene-3,17β-diol). Reaction SMILES: S(C1C=CC(C)=CC=1)(O[CH2:5][CH2:6][CH2:7][CH2:8][CH2:9][CH2:10][CH2:11][C:12]([F:18])([F:17])[C:13]([F:16])([F:15])[F:14])(=O)=O.[CH3:26][NH:27][CH2:28][CH2:29][CH2:30][CH2:31][CH2:32][CH2:33][C@H:34]1[CH2:51][C@@:49]2([CH3:50])[C@@H:45]([CH2:46][CH2:47][C@@H:48]2[OH:52])[C@@:44]2([CH:53]=[CH2:54])[C@H:35]1[C:36]1[CH:37]=[CH:38][C:39]([OH:55])=[CH:40][C:41]=1[CH2:42][CH2:43]2>>[CH3:26][N:27]([CH2:5][CH2:6][CH2:7][CH2:8][CH2:9][CH2:10][CH2:11][C:12]([F:17])([F:18])[C:13]([F:14])([F:15])[F:16])[CH2:28][CH2:29][CH2:30][CH2:31][CH2:32][CH2:33][C@H:34]1[CH2:51][C@@:49]2([CH3:50])[C@@H:45]([CH2:46][CH2:47][C@@H:48]2[OH:52])[C@@:44]2([CH:53]=[CH2:54])[C@H:35]1[C:36]1[CH:37]=[CH:38][C:39]([OH:55])=[CH:40][C:41]=1[CH2:42][CH2:43]2. Reported procedure: In the reaction with 8,8,9,9,9-pentafluorononyl tosylate analogously to instructions 22.1, 39 mg of amine 31b yields 22 mg of amine 36b as a colorless foam (GC-MS: m/z theor.: 627, pract.: 627). Reactants: [OH-].[K+] (KOH), C1=CC(=CC=C1C2=CC=C(C=C2)O)O (4,4′-bisphenol), BrC(C(Br)(F)F)(F)F (1,2-dibromotetrafluoroethane). Run in CS(=O)C (DMSO), CS(=O)C (DMSO). Reaction conditions: temperature 100 celsius, time 1 day. The product is BrC(C(OC1(CC=C(C=C1)C1=CC=CC=C1)OC(C(Br)(F)F)(F)F)(F)F)(F)F (4,4-di(2-bromotetrafluoroethoxy)biphenyl). Yield: 91.3%. Reaction SMILES: [CH:1]1[C:6]([C:7]2[CH:12]=[CH:11][C:10]([OH:13])=[CH:9][CH:8]=2)=[CH:5][CH:4]=[C:3](O)[CH:2]=1.[OH-:15].[K+].Br[C:18]([F:24])([F:23])[C:19]([F:22])([F:21])[Br:20]>CS(C)=O>[Br:20][C:19]([F:22])([F:21])[C:18]([F:24])([F:23])[O:15][C:10]1([O:13][C:18]([F:24])([F:23])[C:19]([F:22])([F:21])[Br:20])[CH:11]=[CH:12][C:7]([C:6]2[CH:5]=[CH:4][CH:3]=[CH:2][CH:1]=2)=[CH:8][CH2:9]1 |f:1.2|. Reported procedure: A solution of 28.7 g (0.15 mol) of 4,4′-bisphenol in 75 mL of DMSO was placed into a 500 mL round-bottom flask. The solution was purged with nitrogen gas at room temperature (23° C.) for 2-3 hours. Then, 140.85 mL of 2.13M (0.300 mol) of standardized aq KOH was added dropwise to the solution in the flask, while the flask rested in an ice-bath and the nitrogen gas purge continued. After the KOH solution was added, the reaction mixture was heated to 100° C. and stirred for 1 day, followed by disti... RXN SMILES: [Cl:1][c:2]1[n:3][c:4]([N:11]2[CH2:12][CH2:13][c:14]3[cH:15][c:16]([N+:20](=[O:21])[O-:22])[cH:17][cH:18][c:19]32)[c:5]2[n:6][cH:7][nH:8][c:9]2[n:10]1.[NH2:23][CH:24]1[CH2:25][CH2:26][CH:27]([NH2:30])[CH2:28][CH2:29]1>>[c:2]1([NH:23][CH:24]2[CH2:25][CH2:26][CH:27]([NH2:30])[CH2:28][CH2:29]2)[n:3][c:4]([N:11]2[CH2:12][CH2:13][c:14]3[cH:15][c:16]([N+:20](=[O:21])[O-:22])[cH:17][cH:18][c:19]32)[c:5]2[n:6][cH:7][nH:8][c:9]2[n:10]1. Starting materials: O=[N+]([O-])c1ccc2c(c1)CCN2c1nc(Cl)nc2[nH]cnc12, NC1CCC(N)CC1. Yields the product NC1CCC(Nc2nc(N3CCc4cc([N+](=O)[O-])ccc43)c3nc[nH]c3n2)CC1. Reactants: FC(C(=O)O)(F)F (Trifluoroacetic acid), C1(=CC=CC=C1)C=1C=C(C=NC1)C(=O)NC1=C(C(=O)OC(C)(C)C)C=CC(=C1)C=1SC=CC1 (tert-butyl 2-(5-phenylpyridine-3-carboxamido)-4-(thiophen-2-yl)benzoate). Reaction conditions: time 2 hour. The product is C1(=CC=CC=C1)C=1C=C(C=NC1)C(=O)NC1=C(C(=O)O)C=CC(=C1)C=1SC=CC1 (2-(5-phenylpyridine-3-carboxamido)-4-(thiophen-2-yl)benzoic acid). RXN SMILES: FC(F)(F)C(O)=O.[C:8]1([C:14]2[CH:15]=[C:16]([C:20]([NH:22][C:23]3[CH:35]=[C:34]([C:36]4[S:37][CH:38]=[CH:39][CH:40]=4)[CH:33]=[CH:32][C:24]=3[C:25]([O:27]C(C)(C)C)=[O:26])=[O:21])[CH:17]=[N:18][CH:19]=2)[CH:13]=[CH:12][CH:11]=[CH:10][CH:9]=1>>[C:8]1([C:14]2[CH:15]=[C:16]([C:20]([NH:22][C:23]3[CH:35]=[C:34]([C:36]4[S:37][CH:38]=[CH:39][CH:40]=4)[CH:33]=[CH:32][C:24]=3[C:25]([OH:27])=[O:26])=[O:21])[CH:17]=[N:18][CH:19]=2)[CH:9]=[CH:10][CH:11]=[CH:12][CH:13]=1. Reported procedure: Trifluoroacetic acid (4.0 mL) was added to the obtained tert-butyl 2-(5-phenylpyridine-3-carboxamido)-4-(thiophen-2-yl)benzoate, followed by stirring at room temperature for 2 hours. The solvent was evaporated under reduced pressure, and diisopropyl ether was added to the obtained residue. The solid substance was collected by filtration to obtain 54 mg of 2-(5-phenylpyridine-3-carboxamido)-4-(thiophen-2-yl)benzoic acid as a white solid. Product: CCOC(=O)C(C)CC(Cc1ccc(-c2ccccc2)cc1)NC(=O)C(=O)NN. Reactants: CO, NN, O, CCOC(=O)C(=O)NC(Cc1ccc(-c2ccccc2)cc1)CC(C)C(=O)OCC. As a reaction SMILES: [CH3:34][OH:35].[NH2:32][NH2:33].[OH2:31].[c:1]1(-[c:25]2[cH:26][cH:27][cH:28][cH:29][cH:30]2)[cH:2][cH:3][c:4]([CH2:7][CH:8]([CH2:9][CH:10]([C:11](=[O:12])[O:13][CH2:14][CH3:15])[CH3:16])[NH:17][C:18]([C:19]([O:21][CH2:20][CH3:22])=[O:23])=[O:24])[cH:5][cH:6]1>>[c:1]1(-[c:25]2[cH:26][cH:27][cH:28][cH:29][cH:30]2)[cH:2][cH:3][c:4]([CH2:7][CH:8]([CH2:9][CH:10]([C:11](=[O:12])[O:13][CH2:14][CH3:15])[CH3:16])[NH:17][C:18]([C:19](=[O:21])[NH:32][NH2:33])=[O:24])[cH:5][cH:6]1. The product is NC1=CC=C(C=C1)S(=O)(=O)N([C@@H](CCCNC(=O)[C@H](C(C1=CC=CC=C1)C1=CC=CC=C1)NC(=O)N1CCOCC1)CO)CC(C)C ((1S,4S)-Morpholine-4-carboxylic Acid (1-{4-[(4-Amino-benzenesulfonyl)-isobutyl-amino]-5-hydroxy-pentylcarbamoyl}-2,2-diphenyl-ethyl)-amide). Starting materials: N1(CCOCC1)C(=O)N[C@H](C(=O)O)C(C1=CC=CC=C1)C1=CC=CC=C1 ((2S)-2-[(morpholine-4-carbonyl)-amino]-3,3-diphenyl-propionic acid), amine, NC1=CC=C(C=C1)S(=O)(=O)N(CC(C)C)[C@@H](CCCN)CO ((1S)-4-Amino-N-(4-amino-1-hydroxymethyl-butyl)-N-isobutyl-benzenesulfonamide). Reported procedure: The title compound was prepared from general procedure A using (2S)-2-[(morpholine-4-carbonyl)-amino]-3,3-diphenyl-propionic acid and amine intermediate VII. The final product was obtained in 36% yield. Rf=0.15 EtOAc 100%. As a reaction SMILES: [N:1]1([C:7]([NH:9][C@@H:10]([CH:14]([C:21]2[CH:26]=[CH:25][CH:24]=[CH:23][CH:22]=2)[C:15]2[CH:20]=[CH:19][CH:18]=[CH:17][CH:16]=2)[C:11](O)=[O:12])=[O:8])[CH2:6][CH2:5][O:4][CH2:3][CH2:2]1.[NH2:27][C:28]1[CH:33]=[CH:32][C:31]([S:34]([N:37]([C@H:42]([CH2:47][OH:48])[CH2:43][CH2:44][CH2:45][NH2:46])[CH2:38][CH:39]([CH3:41])[CH3:40])(=[O:36])=[O:35])=[CH:30][CH:29]=1>>[NH2:27][C:28]1[CH:33]=[CH:32][C:31]([S:34]([N:37]([CH2:38][CH:39]([CH3:41])[CH3:40])[C@H:42]([CH2:47][OH:48])[CH2:43][CH2:44][CH2:45][NH:46][C:11]([C@@H:10]([NH:9][C:7]([N:1]2[CH2:2][CH2:3][O:4][CH2:5][CH2:6]2)=[O:8])[CH:14]([C:21]2[CH:26]=[CH:25][CH:24]=[CH:23][CH:22]=2)[C:15]2[CH:20]=[CH:19][CH:18]=[CH:17][CH:16]=2)=[O:12])(=[O:36])=[O:35])=[CH:30][CH:29]=1. The reactants are ( 54 ), Cl (hydrochloric acid), C(=C)C1=CC=C(C=C1)C(CC(=O)OC)(C1=CC=C(C=C1)C=C)C1=CC=C(C=C1)C=C (methyl 3,3,3-tris(4-vinylphenyl)-propionate), [OH-].[Li+] (lithium hydroxide). The solvent is O1CCOCC1 (dioxane). Conditions: temperature 90 celsius, time 17 hour. Yields the product C(=C)C1=CC=C(C=C1)C(CC(=O)O)(C1=CC=C(C=C1)C=C)C1=CC=C(C=C1)C=C (3,3,3-tris(4-vinylphenyl)propionic acid). RXN SMILES: [CH:1]([C:3]1[CH:8]=[CH:7][C:6]([C:9]([C:23]2[CH:28]=[CH:27][C:26]([CH:29]=[CH2:30])=[CH:25][CH:24]=2)([C:15]2[CH:20]=[CH:19][C:18]([CH:21]=[CH2:22])=[CH:17][CH:16]=2)[CH2:10][C:11]([O:13]C)=[O:12])=[CH:5][CH:4]=1)=[CH2:2].[OH-].[Li+].Cl>O1CCOCC1>[CH:29]([C:26]1[CH:25]=[CH:24][C:23]([C:9]([C:6]2[CH:5]=[CH:4][C:3]([CH:1]=[CH2:2])=[CH:8][CH:7]=2)([C:15]2[CH:20]=[CH:19][C:18]([CH:21]=[CH2:22])=[CH:17][CH:16]=2)[CH2:10][C:11]([OH:13])=[O:12])=[CH:28][CH:27]=1)=[CH2:30] |f:1.2|. Procedure details: Fifty-four (54) mg of methyl 3,3,3-tris(4-vinylphenyl)-propionate was suspended in 0.5 ml of dioxane, and to the suspension 0.5 ml of 4N aqueous lithium hydroxide solution was added at room temperature, followed by 17 hours' stirring at 90° C. under heating. The reaction liquid was made acidic by addition of 1N hydrochloric acid, extracted with chloroform and dried over anhydrous sodium sulfate. Distilling the solvent off under reduced pressure, 52.5 mg of the title compound was obtained.